This data is from the Open Reaction Database (ORD), a public repository of structured organic reaction records. The task is: describe an organic reaction: reactants, conditions, products, and yield Reactants: O=C([O-])[O-], C=Cc1ccc(F)cc1, COc1ccc(COc2cc(I)ccn2)cc1, [K+], [K+], CN(C)C=O. Yields the product COc1ccc(COc2cc(C=Cc3ccc(F)cc3)ccn2)cc1. Reaction SMILES: [C:10](=[O:11])([O-:12])[O-:13].[F:1][c:2]1[cH:3][cH:4][c:5]([CH:6]=[CH2:7])[cH:8][cH:9]1.[I:16][c:17]1[cH:18][c:19]([O:23][CH2:24][c:25]2[cH:26][cH:27][c:28]([O:31][CH3:32])[cH:29][cH:30]2)[n:20][cH:21][cH:22]1.[K+:14].[K+:15].[O:33]=[CH:34][N:35]([CH3:36])[CH3:37]>>[F:1][c:2]1[cH:3][cH:4][c:5]([CH:6]=[CH:7][c:17]2[cH:18][c:19]([O:23][CH2:24][c:25]3[cH:26][cH:27][c:28]([O:31][CH3:32])[cH:29][cH:30]3)[n:20][cH:21][cH:22]2)[cH:8][cH:9]1. The reactants are COCCCN1CCOc2ccc(COC3CN(S(=O)(=O)c4ccc(C)cc4)C(CCN)CC3c3ccc(OC)cc3)cc21, CC(C)(C(=O)O)C1CCOCC1. Yields the product COCCCN1CCOc2ccc(COC3CN(S(=O)(=O)c4ccc(C)cc4)C(CCNC(=O)C(C)(C)C4CCOCC4)CC3c3ccc(OC)cc3)cc21. Reaction SMILES: [CH3:1][O:2][c:3]1[cH:4][cH:5][c:6]([CH:9]2[CH2:10][CH:11]([CH2:42][CH2:43][NH2:44])[N:12]([S:32](=[O:33])(=[O:34])[c:35]3[cH:36][cH:37][c:38]([CH3:41])[cH:39][cH:40]3)[CH2:13][CH:14]2[O:15][CH2:16][c:17]2[cH:18][cH:19][c:20]3[c:21]([cH:31]2)[N:22]([CH2:26][CH2:27][CH2:28][O:29][CH3:30])[CH2:23][CH2:24][O:25]3)[cH:7][cH:8]1.[CH3:45][C:46]([C:47](=[O:48])[OH:49])([CH3:50])[CH:51]1[CH2:52][CH2:53][O:54][CH2:55][CH2:56]1>>[CH3:1][O:2][c:3]1[cH:4][cH:5][c:6]([CH:9]2[CH2:10][CH:11]([CH2:42][CH2:43][NH:44][C:47]([C:46]([CH3:45])([CH3:50])[CH:51]3[CH2:52][CH2:53][O:54][CH2:55][CH2:56]3)=[O:48])[N:12]([S:32](=[O:33])(=[O:34])[c:35]3[cH:36][cH:37][c:38]([CH3:41])[cH:39][cH:40]3)[CH2:13][CH:14]2[O:15][CH2:16][c:17]2[cH:18][cH:19][c:20]3[c:21]([cH:31]2)[N:22]([CH2:26][CH2:27][CH2:28][O:29][CH3:30])[CH2:23][CH2:24][O:25]3)[cH:7][cH:8]1. Procedure details: To a solution of 6.05 g of 1-(2-chloro-3-pyridinyl)-1H-pyrrole-2-carbaldehyde in 20 ml of N,N-dimethylformamide was added 5.72 g of N-bromosuccinimide. The resulting mixture was stirred at room temperature for 1 hour. Water was poured into the reaction mixture, and a deposited precipitate was collected by filtration to obtain 4.22 g of 4-bromo-1-(2-chloro-3-pyridinyl)-1H-pyrrole-2-carbaldehyde of the formula: The solvent is CN(C=O)C (N,N-dimethylformamide). As a reaction SMILES: [Cl:1][C:2]1[C:7]([N:8]2[CH:12]=[CH:11][CH:10]=[C:9]2[CH:13]=[O:14])=[CH:6][CH:5]=[CH:4][N:3]=1.[Br:15]N1C(=O)CCC1=O.O>CN(C)C=O>[Br:15][C:11]1[CH:10]=[C:9]([CH:13]=[O:14])[N:8]([C:7]2[C:2]([Cl:1])=[N:3][CH:4]=[CH:5][CH:6]=2)[CH:12]=1. Reaction conditions: time 1 hour. Yields the product BrC=1C=C(N(C1)C=1C(=NC=CC1)Cl)C=O (4-bromo-1-(2-chloro-3-pyridinyl)-1H-pyrrole-2-carbaldehyde). Reactants: ClC1=NC=CC=C1N1C(=CC=C1)C=O (1-(2-chloro-3-pyridinyl)-1H-pyrrole-2-carbaldehyde), BrN1C(CCC1=O)=O (N-bromosuccinimide), O (Water). Isolated yield 50.5%. As a reaction SMILES: [F:1][C:2]([F:40])([F:39])[CH2:3][O:4][CH2:5][CH2:6][O:7][CH2:8][CH2:9][O:10][CH2:11][CH2:12][O:13][CH2:14][CH2:15][O:16][CH2:17][CH2:18][O:19][CH2:20][CH2:21][O:22][CH2:23][CH2:24][O:25][CH2:26][CH2:27][O:28][CH2:29][CH2:30][O:31]CC1C=CC=CC=1>[Pd].C(O)(=O)C.C(O)C>[F:1][C:2]([F:39])([F:40])[CH2:3][O:4][CH2:5][CH2:6][O:7][CH2:8][CH2:9][O:10][CH2:11][CH2:12][O:13][CH2:14][CH2:15][O:16][CH2:17][CH2:18][O:19][CH2:20][CH2:21][O:22][CH2:23][CH2:24][O:25][CH2:26][CH2:27][O:28][CH2:29][CH2:30][OH:31] |f:2.3|. Procedure details: A stirred solution of the product of step (b) (0.97 g) and 10% palladium on carbon (100 mg) in acetic acid:ethanol (1:9, 20 mL) was placed under an atmosphere of hydrogen at 20° C. for 2 hours. The reaction mixture was filtered through a pad of celite and the solvent was removed in vacuo to give the title compound (780 mg). LC retention time 2.45 mins Isolated yield 95.0%. Solvent: C(C)(=O)O.C(C)O (acetic acid ethanol). Reagents/catalysts: [Pd] (palladium on carbon). Reactants: FC(COCCOCCOCCOCCOCCOCCOCCOCCOCCOCC1=CC=CC=C1)(F)F (31,31,31-Trifluoro-1-phenyl-2,5,8,11,14,17,20,23,26,29-decaoxahentriacontane). Yields the product FC(COCCOCCOCCOCCOCCOCCOCCOCCOCCO)(F)F (29,29,29-Trifluoro-3,6,9,12,15,18,21,24,27-nonaoxanonacosan-1-ol). Reactants: solution, CN (methylamine), C(C)(=O)O[BH-](OC(C)=O)OC(C)=O.[Na+] (Sodium triacetoxyborohydride), COC1=C(C(=NC=C1C)CN1N=C2C=3C(CC(C3CSN=C2N(C(=O)OC(C)(C)C)C(=O)OC(C)(C)C)=O)=N1)C (Di-tert-butyl {2-[(4-methoxy-3,5-dimethylpyridin-2-yl)methyl]-8-oxo-2,7,8,9-tetrahydro-6-thia-1,2,3,5-tetraazabenzo[cd]azulen-4-yl}imidodicarbonate), ClC(C)Cl (dichloroethane), [OH-].[Na+] (sodium hydroxide). Reagents/catalysts: CO (Methanol). Run in O1CCCC1 (tetrahydrofuran), C(C)(=O)O (acetic acid). Product: NC=1C=2C=3C(CC(C3CSN1)N(C(C)=O)C)=NN(N2)CC2=NC=C(C(=C2C)OC)C (N-{4-Amino-2-[(4-methoxy-3,5-dimethylpyridin-2-yl)methyl]-2,7,8,9-tetrahydro-6-thia-1,2,3,5-tetraazabenzo[cd]azulen-8-yl}-N-methylacetamide). Isolated yield 79.0%. Reaction SMILES: [C:1]([O:4][BH-](OC(=O)C)OC(=O)C)(=O)[CH3:2].[Na+].[CH3:15][O:16][C:17]1C(C)=[CH:21][N:20]=[C:19]([CH2:24][N:25]2[N:53]=[C:29]3[CH2:30][C:31](=O)[C:32]4[CH2:33][S:34][N:35]=[C:36]([N:37](C(OC(C)(C)C)=O)C(OC(C)(C)C)=O)[C:27]([C:28]=43)=[N:26]2)[C:18]=1[CH3:54].Cl[CH:56](Cl)[CH3:57].[CH3:59][NH2:60].[OH-].[Na+]>O1CCCC1.C(O)(=O)C.CO>[NH2:37][C:36]1[C:27]2[C:28]3[C:29](=[N:53][N:25]([CH2:24][C:19]4[C:18]([CH3:54])=[C:17]([O:16][CH3:15])[C:56]([CH3:57])=[CH:21][N:20]=4)[N:26]=2)[CH2:30][CH:31]([N:60]([CH3:59])[C:1](=[O:4])[CH3:2])[C:32]=3[CH2:33][S:34][N:35]=1 |f:0.1,5.6|. Procedure details: Sodium triacetoxyborohydride (32 mg) was added to a mixture composed of di-tert-butyl {2-[(4-methoxy-3,5-dimethylpyridin-2-yl)methyl]-8-oxo-2,7,8,9-tetrahydro-6-thia-1,2,3,5-tetraazabenzo[cd]azulen-4-yl}imidodicarbonate of Example 40 (57 mg), dichloroethane (1 ml), a 2 N solution of methylamine in tetrahydrofuran (0.2 ml) and acetic acid (23 μl), and the mixture was stirred at room temperature overnight. Methanol (one drop) was added dropwise to the reaction mixture, and then a 0.2 N sodium hydr... Starting materials: CN(C)[C@H](C)[C-]1C=CC=C1.[CH-]1C=CC=C1.[Fe+2] ((R)-N,N-dimethyl-1-ferrocenylethylamine), ice water, ice water, CI (methyl iodide), C(C)OCC (ethylether). Run in CC(=O)C (acetone). The product is [I-].C[N+](C)(C)[C@H](C)[C-]1C=CC=C1.[CH-]1C=CC=C1.[Fe+2] ((R)-N,N,N-trimethyl-1-ferrocenylethylammonium iodide). Yield: 200.0%. As a reaction SMILES: [CH3:1][N:2]([C@@H:4]([C-:6]1[CH:10]=[CH:9][CH:8]=[CH:7]1)[CH3:5])[CH3:3].[CH-:11]1[CH:15]=[CH:14][CH:13]=[CH:12]1.[Fe+2:16].C[I:18].C(OCC)C>CC(C)=O>[I-:18].[CH3:1][N+:2]([C@@H:4]([C-:6]1[CH:10]=[CH:9][CH:8]=[CH:7]1)[CH3:5])([CH3:11])[CH3:3].[CH-:11]1[CH:15]=[CH:14][CH:13]=[CH:12]1.[Fe+2:16] |f:0.1.2,6.7.8.9|. Procedure: 20.0 g (77.8 mmol) of (R)-N,N-dimethyl-1-ferrocenylethylamine was added under argon atmosphere to a glass vessel (atmospheric pressure use only) with an agitator and dissolved in acetone 37 ml. After cooling with ice water, methyl iodide 21 ml (337 mmol) was added to the vessel and reacted for 15 minutes under cooling with ice water. After reaction, ethylether 160 ml was added to the vessel and crystals were deposited. The crystals were collected by filtration to obtain (R)-N,N,N-trimethyl-1-fer... Reactants: COC(=O)COc1ccc(Cl)c2nc(C)c(Sc3ccc(Cl)cc3)c(OC(F)F)c12, Cl, [Na+], C1CCOC1, [OH-]. Yields the product Cc1nc2c(Cl)ccc(OCC(=O)O)c2c(OC(F)F)c1Sc1ccc(Cl)cc1. As a reaction SMILES: [CH3:1][O:2][C:3]([CH2:4][O:5][c:6]1[c:7]2[c:8]([O:26][CH:27]([F:28])[F:29])[c:9]([S:18][c:19]3[cH:20][cH:21][c:22]([Cl:25])[cH:23][cH:24]3)[c:10]([CH3:17])[n:11][c:12]2[c:13]([Cl:16])[cH:14][cH:15]1)=[O:30].[ClH:33].[Na+:32].[O:34]1[CH2:35][CH2:36][CH2:37][CH2:38]1.[OH-:31]>>[O:2]=[C:3]([CH2:4][O:5][c:6]1[c:7]2[c:8]([O:26][CH:27]([F:28])[F:29])[c:9]([S:18][c:19]3[cH:20][cH:21][c:22]([Cl:25])[cH:23][cH:24]3)[c:10]([CH3:17])[n:11][c:12]2[c:13]([Cl:16])[cH:14][cH:15]1)[OH:30]. Run at temperature 75 celsius. Yields the product FC(C=1C=C(C=CC1)C=1C(C(=CN(C1C)C(C)C)C(=O)O)=O)F (5-(3-Difluoromethyl-phenyl)-1-isopropyl-6-methyl-4-oxo-1,4-dihydro-pyridine-3-carboxylic acid). Reported procedure: A mixture of 5-bromo-1-isopropyl-6-methyl-4-oxo-1,4-dihydro-pyridine-3-carboxylic acid (preparation 3c, 3.00 g, 8.32 mmol, based on 76% purity), 3-(difluoromethyl)-phenylboronic acid (2.30 g, 13 mmol), 1,1′-[bis(diphenylphosphino)ferrocene]-dichloropalladium(II) (690 mg, 0.94 mmol) and 2 M aqueous K2CO3 solution (10 mL, 20 mmol) in acetonitrile (20 mL) is heated for 2 h at 75° C. The reaction mixture is diluted with methanol and purified by preparative reversed phase HPLC (XBridge, gradient of a... The solvent is C(C)#N (acetonitrile), CO (methanol). Reactants: BrC=1C(C(=CN(C1C)C(C)C)C(=O)O)=O (5-Bromo-1-isopropyl-6-methyl-4-oxo-1,4-dihydro-pyridine-3-carboxylic acid), FC(C=1C=C(C=CC1)B(O)O)F (3-(difluoromethyl)-phenylboronic acid), 1,1′-[bis(diphenylphosphino)ferrocene] dichloropalladium(II), C(=O)([O-])[O-].[K+].[K+] (K2CO3). As a reaction SMILES: Br[C:2]1[C:3](=[O:15])[C:4]([C:12]([OH:14])=[O:13])=[CH:5][N:6]([CH:9]([CH3:11])[CH3:10])[C:7]=1[CH3:8].[F:16][CH:17]([F:27])[C:18]1[CH:19]=[C:20](B(O)O)[CH:21]=[CH:22][CH:23]=1.C([O-])([O-])=O.[K+].[K+]>C(#N)C.CO>[F:16][CH:17]([F:27])[C:18]1[CH:23]=[C:22]([C:2]2[C:3](=[O:15])[C:4]([C:12]([OH:14])=[O:13])=[CH:5][N:6]([CH:9]([CH3:11])[CH3:10])[C:7]=2[CH3:8])[CH:21]=[CH:20][CH:19]=1 |f:2.3.4|. Starting materials: ClC1=CC(NN=C1)=O (5-chloropyridazin-3(2H)-one), C(C)(C)(C)C1=CC=C(C=C1)B(O)O (4-tert-butylphenylboronic acid), C([O-])([O-])=O.[Na+].[Na+] (sodium carbonate). The reagents and catalysts are C1=CC=C(C=C1)P([C-]2C=CC=C2)C3=CC=CC=C3.C1=CC=C(C=C1)P([C-]2C=CC=C2)C3=CC=CC=C3.Cl[Pd]Cl.[Fe+2] ([1,1′-bis(diphenylphosphino)-ferrocene]dichloropalladium). Solvent: O1CCOCC1 (dioxane). Run at temperature 100 celsius, time 24 hour. The product is C(C)(C)(C)C1=CC=C(C=C1)C1=CC(NN=C1)=O (5-(4-tert-Butylphenyl)pyridazin-3(2H)-one). The yield is 45.9%. As a reaction SMILES: Cl[C:2]1[CH:7]=[N:6][NH:5][C:4](=[O:8])[CH:3]=1.[C:9]([C:13]1[CH:18]=[CH:17][C:16](B(O)O)=[CH:15][CH:14]=1)([CH3:12])([CH3:11])[CH3:10].C(=O)([O-])[O-].[Na+].[Na+]>C1C=CC(P(C2C=CC=CC=2)[C-]2C=CC=C2)=CC=1.C1C=CC(P(C2C=CC=CC=2)[C-]2C=CC=C2)=CC=1.Cl[Pd]Cl.[Fe+2].O1CCOCC1>[C:9]([C:13]1[CH:18]=[CH:17][C:16]([C:2]2[CH:7]=[N:6][NH:5][C:4](=[O:8])[CH:3]=2)=[CH:15][CH:14]=1)([CH3:12])([CH3:11])[CH3:10] |f:2.3.4,5.6.7.8|. Procedure: A mixture of 5-chloropyridazin-3(2H)-one (2.94 g, 22.5 mmol), 4-tert-butylphenylboronic acid (8 g, 44.9 mmol), dioxane (100 ml), 2M aqueous sodium carbonate solution (25 ml) and [1,1′-bis(diphenylphosphino)-ferrocene]dichloropalladium (0.5 g) was degassed (N2), then heated at 100° C. for 18 hours under nitrogen. After cooling to room temperature and standing 24 hours, ethyl acetate (250 ml) was added. The mixture was filtered and the collected solid washed with ethyl acetate to give the title co...